From a dataset of the Open Reaction Database (ORD), a public repository of structured organic reaction records. describe an organic reaction: reactants, conditions, products, and yield Reactants: CC(=O)NC1C(Br)OC(COC(C)=O)C(OC(C)=O)C1OC(C)=O, CC(=O)NC1C(Cl)OC(COC(C)=O)C(OC(C)=O)C1OC(C)=O, CC(C)=O, CCOC(C)=O, ClC(Cl)Cl, [Li+], [N-]=[N+]=[N-], O. The product is CC(=O)NC1C(N)OC(COC(C)=O)C(OC(C)=O)C1OC(C)=O. RXN SMILES: [C:1]([CH3:2])(=[O:3])[NH:4][CH:5]1[CH:6]([Br:24])[O:7][CH:8]([CH2:19][O:20][C:21]([CH3:22])=[O:23])[CH:9]([O:15][C:16]([CH3:17])=[O:18])[CH:10]1[O:11][C:12]([CH3:13])=[O:14].[C:33]([NH:34][CH:35]1[CH:36]([O:37][C:38](=[O:39])[CH3:40])[CH:41]([O:42][C:43](=[O:44])[CH3:45])[CH:46]([CH2:47][O:48][C:49](=[O:50])[CH3:51])[O:52][CH:53]1[Cl:54])(=[O:55])[CH3:56].[CH3:29][C:30](=[O:31])[CH3:32].[CH3:62][CH2:63][O:64][C:65](=[O:66])[CH3:67].[CH:57]([Cl:58])([Cl:59])[Cl:60].[Li+:28].[N-:25]=[N+:26]=[N-:27].[OH2:61]>>[C:1]([CH3:2])(=[O:3])[NH:4][CH:5]1[CH:6]([NH2:25])[O:7][CH:8]([CH2:19][O:20][C:21]([CH3:22])=[O:23])[CH:9]([O:15][C:16]([CH3:17])=[O:18])[CH:10]1[O:11][C:12]([CH3:13])=[O:14]. Starting materials: CCOC(=O)c1cccc(C2CCN(C(=O)OC(C)(C)C)CC2)n1, C1COCCO1, Cl. The product is [Cl-], CCOC(=O)c1cccc(C2CC[NH2+]CC2)n1. Reaction SMILES: [C:1]([O:2][C:3](=[O:4])[N:8]1[CH2:9][CH2:10][CH:11]([c:14]2[cH:15][cH:16][cH:17][c:18]([C:20](=[O:21])[O:22][CH2:23][CH3:24])[n:19]2)[CH2:12][CH2:13]1)([CH3:5])([CH3:6])[CH3:7].[CH2:26]1[O:27][CH2:28][CH2:29][O:30][CH2:31]1.[ClH:25]>>[Cl-:25].[NH2+:8]1[CH2:9][CH2:10][CH:11]([c:14]2[cH:15][cH:16][cH:17][c:18]([C:20](=[O:21])[O:22][CH2:23][CH3:24])[n:19]2)[CH2:12][CH2:13]1.